From a dataset of the Open Reaction Database (ORD), a public repository of structured organic reaction records. describe an organic reaction: reactants, conditions, products, and yield The reactants are CCO, CCOCC, Cc1cc(C2=CC(c3cc(Cl)cc(Cl)c3)(C(F)(F)F)ON2C)ccc1CN1C(=O)c2ccccc2C1=O, NN, O. Yields the product Cc1cc(C2=CC(c3cc(Cl)cc(Cl)c3)(C(F)(F)F)ON2C)ccc1CN. As a reaction SMILES: [CH3:41][CH2:42][OH:43].[CH3:44][CH2:45][O:46][CH2:47][CH3:48].[Cl:1][c:2]1[cH:3][c:4]([C:9]2([C:34]([F:35])([F:36])[F:37])[CH:10]=[C:11]([c:15]3[cH:16][c:17]([CH3:33])[c:18]([CH2:19][N:20]4[C:21](=[O:22])[c:23]5[c:24]([cH:25][cH:26][cH:27][cH:28]5)[C:29]4=[O:30])[cH:31][cH:32]3)[N:12]([CH3:14])[O:13]2)[cH:5][c:6]([Cl:8])[cH:7]1.[NH2:39][NH2:40].[OH2:38]>>[Cl:1][c:2]1[cH:3][c:4]([C:9]2([C:34]([F:35])([F:36])[F:37])[CH:10]=[C:11]([c:15]3[cH:16][c:17]([CH3:33])[c:18]([CH2:19][NH2:20])[cH:31][cH:32]3)[N:12]([CH3:14])[O:13]2)[cH:5][c:6]([Cl:8])[cH:7]1. Procedure details: To a solution of ethyl (ethoxymethylene)cyanoacetate (10 g) in ethanol (100 ml), was added hydrazine monohydrate (2.87 ml), and the resulted mixture was refluxed for 12 h. The reaction mixture was evaporated under reduced pressure followed by addition of ether (50 ml), and 3-amino-4-ethoxycarbonylpyrazole was obtained as pale yellow crystals (7.68 g, yield 84%). Yields the product NC1=NNC=C1C(=O)OCC (3-amino-4-ethoxycarbonylpyrazole), crystals. Isolated yield 84.0%. Reactants: C(C)OC=C(C(=O)OCC)C#N (ethyl (ethoxymethylene)cyanoacetate), O.NN (hydrazine monohydrate). Run in C(C)O (ethanol). As a reaction SMILES: [CH2:1]([O:3][CH:4]=[C:5]([C:11]#[N:12])[C:6](OCC)=O)[CH3:2].[OH2:13].[NH2:14][NH2:15]>C(O)C>[NH2:12][C:11]1[C:5]([C:4]([O:3][CH2:1][CH3:2])=[O:13])=[CH:6][NH:15][N:14]=1 |f:1.2|. Product: O=C=NC1Cc2ccccc2C1. Starting materials: NC1Cc2ccccc2C1, C1COCCO1. As a reaction SMILES: [CH2:1]1[CH:2]([NH2:10])[CH2:3][c:4]2[cH:5][cH:6][cH:7][cH:8][c:9]21.[O:11]1[CH2:12][CH2:16][O:15][CH2:14][CH2:13]1>>[CH2:1]1[CH:2]([N:10]=[C:12]=[O:11])[CH2:3][c:4]2[cH:5][cH:6][cH:7][cH:8][c:9]21.